From a dataset of the Open Reaction Database (ORD), a public repository of structured organic reaction records. describe an organic reaction: reactants, conditions, products, and yield Reactants: [Al+3], O=C(Cl)CCCCCCBr, [Cl-], [Cl-], [Cl-], Cl, O, c1ccccc1. The product is O=C(CCCCCCBr)c1ccccc1. As a reaction SMILES: [Al+3:2].[Br:5][CH2:6][CH2:7][CH2:8][CH2:9][CH2:10][CH2:11][C:12](=[O:13])[Cl:14].[Cl-:1].[Cl-:3].[Cl-:4].[ClH:16].[OH2:15].[cH:17]1[cH:18][cH:19][cH:20][cH:21][cH:22]1>>[Br:5][CH2:6][CH2:7][CH2:8][CH2:9][CH2:10][CH2:11][C:12](=[O:13])[c:17]1[cH:18][cH:19][cH:20][cH:21][cH:22]1. Starting materials: O (Water), BrC=1SC=C(N1)C1=C(C=CC=C1)Cl (2-bromo-4-(2-chlorophenyl)-1,3-thiazole), N1(CCNCC1)C(=O)OC(C)(C)C (tert-butyl piperazine-1-carboxylate), C([O-])([O-])=O.[K+].[K+] (potassium carbonate). Solvent: CN(C=O)C (dimethylformamide). The product is ClC1=C(C=CC=C1)C=1N=C(SC1)N1CCN(CC1)C(=O)OC(C)(C)C (tert-Butyl 4-[4-(2-chlorophenyl)-1,3-thiazol-2-yl]piperazine-1-carboxylate). Isolated yield 67.0%. RXN SMILES: Br[C:2]1[S:3][CH:4]=[C:5]([C:7]2[CH:12]=[CH:11][CH:10]=[CH:9][C:8]=2[Cl:13])[N:6]=1.[N:14]1([C:20]([O:22][C:23]([CH3:26])([CH3:25])[CH3:24])=[O:21])[CH2:19][CH2:18][NH:17][CH2:16][CH2:15]1.C(=O)([O-])[O-].[K+].[K+].O>CN(C)C=O>[Cl:13][C:8]1[CH:9]=[CH:10][CH:11]=[CH:12][C:7]=1[C:5]1[N:6]=[C:2]([N:17]2[CH2:16][CH2:15][N:14]([C:20]([O:22][C:23]([CH3:26])([CH3:25])[CH3:24])=[O:21])[CH2:19][CH2:18]2)[S:3][CH:4]=1 |f:2.3.4|. Procedure details: A solution of 2-bromo-4-(2-chlorophenyl)-1,3-thiazole (4.48 g, 16.3 mmol), tert-butyl piperazine-1-carboxylate (6.08 g, 32.6 mmol) and potassium carbonate (2.26 g, 16.3 mmol) in dimethylformamide (50 ml) was stirred at 120° C. for 15 hours. Water was poured to the reaction mixture, and the mixture was extracted with ethyl acetate. The extract was washed with water, and dried over anhydrous magnesium sulfate, and the solvent was distilled off under reduced pressure. The residue was purified by si... Starting materials: 82, C([O-])([O-])=O.[Na+].[Na+] (sodium carbonate), C(C)(=O)OC1=CC=C(C=C1)CCC1=CC=C(C=C1)OC(C)=O (1,2-bis(4-acetoxyphenyl)ethane), C(C1=CC(C(=O)O)=CC=C1)(=O)O (isophthalic acid), C(C)(=O)OC1=CC=C(C=C1)CCC1=CC=C(C=C1)OC(C)=O (1,2-bis(4-acetoxyphenyl)ethane). Reaction conditions: temperature 250 celsius, time 12 hour. Product: C(C1=CC(C(=O)O)=CC=C1)(=O)O.OC1=CC=C(C=C1)CCC1=CC=C(C=C1)O (1,2-BIS(4-HYDROXYPHENYL)ETHANE ISOPHTHALATE). As a reaction SMILES: [C:1]([OH:12])(=[O:11])[C:2]1[CH:10]=[CH:9][CH:8]=[C:4]([C:5]([OH:7])=[O:6])[CH:3]=1.C([O:16][C:17]1[CH:22]=[CH:21][C:20]([CH2:23][CH2:24][C:25]2[CH:30]=[CH:29][C:28]([O:31]C(=O)C)=[CH:27][CH:26]=2)=[CH:19][CH:18]=1)(=O)C.C(=O)([O-])[O-].[Na+].[Na+]>>[C:1]([OH:12])(=[O:11])[C:2]1[CH:10]=[CH:9][CH:8]=[C:4]([C:5]([OH:7])=[O:6])[CH:3]=1.[OH:16][C:17]1[CH:18]=[CH:19][C:20]([CH2:23][CH2:24][C:25]2[CH:26]=[CH:27][C:28]([OH:31])=[CH:29][CH:30]=2)=[CH:21][CH:22]=1 |f:2.3.4,5.6|. Procedure: A charge consisting of 82 parts of isophthalic acid and 148 parts of 1,2-bis(4-acetoxyphenyl)ethane and 0.005 moles sodium carbonate per mole of 1,2-bis(4-acetoxyphenyl)ethane is placed in a reaction vessel equipped with a stirrer, condenser and receiver. The vessel is evacuated and purged with nitrogen three times. A nitrogen blanket is maintained in the reactor while it is heated to 250° C. for about three hours during which period approximately 35 to 40 parts of acetic acid distills. Thereupo... Reactants: CC1(C)CCC(C)(C)C1(C)O, O=S(Cl)Cl, c1ccncc1. Yields the product C=C1C(C)(C)CCC1(C)C. RXN SMILES: [CH3:1][C:2]1([OH:11])[C:3]([CH3:9])([CH3:10])[CH2:4][CH2:5][C:6]1([CH3:7])[CH3:8].[S:12]([Cl:13])([Cl:14])=[O:15].[cH:16]1[cH:17][cH:18][n:19][cH:20][cH:21]1>>[CH2:1]=[C:2]1[C:3]([CH3:9])([CH3:10])[CH2:4][CH2:5][C:6]1([CH3:7])[CH3:8]. The reactants are C1(CC=CC1)C(=O)OC (methyl cyclopent-3-ene carboxylate), O1C(CCCC1)OCCCCCCBr (6-tetrahydropyranyloxyhexyl bromide). Yields the product O1C(CCCC1)OCCCCCCC1(CC=CC1)CO (1-(6-tetrahydropyranyloxyhexyl)-1-hydroxymethylcyclopent-3-ene). Reaction SMILES: [CH:1]1([C:6]([O:8]C)=O)[CH2:5][CH:4]=[CH:3][CH2:2]1.[O:10]1[CH2:15][CH2:14][CH2:13][CH2:12][CH:11]1[O:16][CH2:17][CH2:18][CH2:19][CH2:20][CH2:21][CH2:22]Br>>[O:10]1[CH2:15][CH2:14][CH2:13][CH2:12][CH:11]1[O:16][CH2:17][CH2:18][CH2:19][CH2:20][CH2:21][CH2:22][C:1]1([CH2:6][OH:8])[CH2:2][CH:3]=[CH:4][CH2:5]1. Procedure details: The above procedure was repeated except that methyl cyclopent-3-ene carboxylate (prepared as described by A. H. Schmid and A. W. Wolkoff, J. Org. Chem. 32, 254 (1967)) was used with the 6-tetrahydropyranyloxyhexyl bromide of part D of this example and 1-(6-tetrahydropyranyloxyhexyl)-1-hydroxymethylcyclopent-3-ene was obtained as an oil (IR 3400, 3010 cm-1, nmr τ 4.4, 5.4, 6.35, 7.8, 8.5). Starting materials: P(Br)(Br)Br (phosphorus tribromide), BrC=1C=C(C=NC1)C(C)O (1-(5-Bromo-pyridin-3-yl)-ethanol), C(=O)(O)[O-].[Na+] (NaHCO3). Solvent: C(Cl)Cl (DCM). Run at time 4 hour. The product is BrC=1C=NC=C(C1)C(C)Br (3-bromo-5-(1-bromo-ethyl)-pyridine). Yield: 43.4%. RXN SMILES: [Br:1][C:2]1[CH:3]=[C:4]([CH:8](O)[CH3:9])[CH:5]=[N:6][CH:7]=1.P(Br)(Br)[Br:12].C([O-])(O)=O.[Na+]>C(Cl)Cl>[Br:1][C:2]1[CH:7]=[N:6][CH:5]=[C:4]([CH:8]([Br:12])[CH3:9])[CH:3]=1 |f:2.3|. Procedure details: 1-(5-Bromo-pyridin-3-yl)-ethanol (1.5 g, 7.4 mmol) is dissolved in DCM (70 mL) and phosphorus tribromide (0.73 mL, 7.4 mmol) is added. The mixture is stirred for 4 hrs and saturated NaHCO3 aqueous solution is used to adjust the pH to about 7. The mixture is then extracted with DCM (3×50 mL). The organic layers are combined and concentrated to give the crude product. Purification by flash column chromatography affords 850 mg of 3-bromo-5-(1-bromo-ethyl)-pyridine. The reactants are CC(C)(C)S(N)(=O)=O, Cc1ccc(NC(=O)c2ccc(N3CCC(C(=O)O)CC3)nc2)cc1I. Product: Cc1ccc(NC(=O)c2ccc(N3CCC(C(=O)NS(=O)(=O)C(C)(C)C)CC3)nc2)cc1I. RXN SMILES: [C:27]([CH3:28])([CH3:29])([CH3:30])[S:31](=[O:32])(=[O:33])[NH2:34].[I:1][c:2]1[cH:3][c:4]([NH:9][C:10](=[O:11])[c:12]2[cH:13][cH:14][c:15]([N:18]3[CH2:19][CH2:20][CH:21]([C:24](=[O:25])[OH:26])[CH2:22][CH2:23]3)[n:16][cH:17]2)[cH:5][cH:6][c:7]1[CH3:8]>>[I:1][c:2]1[cH:3][c:4]([NH:9][C:10](=[O:11])[c:12]2[cH:13][cH:14][c:15]([N:18]3[CH2:19][CH2:20][CH:21]([C:24](=[O:25])[NH:34][S:31]([C:27]([CH3:28])([CH3:29])[CH3:30])(=[O:32])=[O:33])[CH2:22][CH2:23]3)[n:16][cH:17]2)[cH:5][cH:6][c:7]1[CH3:8]. Starting materials: solution, B(Br)(Br)Br (BBr3), FC1=C(C=C(C=C1)NC(=O)C1=NSC2=C1C=CC(=C2)OC)C(F)(F)F (6-methoxy-benzo[d]isothiazole-3-carboxylic acid (4-fluoro-3-trifluoromethyl-phenyl)-amide), O (water), CCOC(=O)C (EtOAc). Solvent: C(Cl)Cl (CH2Cl2), C(Cl)Cl (CH2Cl2). Conditions: temperature 45 celsius, time 3 day. Yields the product FC1=C(C=C(C=C1)NC(=O)C1=NSC2=C1C=CC(=C2)O)C(F)(F)F (6-Hydroxy-benzo[d]isothiazole-3-carboxylic acid (4-fluoro-3-trifluoromethyl-phenyl)-amide). Reaction SMILES: [F:1][C:2]1[CH:7]=[CH:6][C:5]([NH:8][C:9]([C:11]2[C:15]3[CH:16]=[CH:17][C:18]([O:20]C)=[CH:19][C:14]=3[S:13][N:12]=2)=[O:10])=[CH:4][C:3]=1[C:22]([F:25])([F:24])[F:23].B(Br)(Br)Br.O.CCOC(C)=O>C(Cl)Cl>[F:1][C:2]1[CH:7]=[CH:6][C:5]([NH:8][C:9]([C:11]2[C:15]3[CH:16]=[CH:17][C:18]([OH:20])=[CH:19][C:14]=3[S:13][N:12]=2)=[O:10])=[CH:4][C:3]=1[C:22]([F:24])([F:23])[F:25]. Reported procedure: A suspension of 252 mg (0.68 mMol) 6-methoxy-benzo[d]isothiazole-3-carboxylic acid (4-fluoro-3-trifluoromethyl-phenyl)-amide in 15 ml CH2Cl2 is cooled in an ice-bath, then 20 ml of a 1 M solution of BBr3 in CH2Cl2 are added. The suspension is stirred for 3 days at 45° C., the resulting solution is cooled, poured into water and EtOAc, the aq. layer is separated off and extracted twice with EtOAc. The organic layers are washed twice with water and sat. NaHCO3, dried (Na2SO4) and concentrated. Chro... Starting materials: CC#N, O=C(CCl)N1CCN(C2CCC2)CC1, ClCCl, [I-], [K+], [K+], [Na+], O=C([O-])[O-], c1cnc2c(n1)CCNC2. Yields the product O=C(CN1CCc2nccnc2C1)N1CCN(C2CCC2)CC1. As a reaction SMILES: [CH3:33][C:34]#[N:35].[Cl:19][CH2:20][C:21](=[O:22])[N:23]1[CH2:24][CH2:25][N:26]([CH:29]2[CH2:30][CH2:31][CH2:32]2)[CH2:27][CH2:28]1.[Cl:36][CH2:37][Cl:38].[I-:11].[K+:13].[K+:14].[Na+:12].[O-:15][C:16]([O-:17])=[O:18].[n:1]1[c:2]2[c:3]([n:4][cH:5][cH:6]1)[CH2:7][NH:8][CH2:9][CH2:10]2>>[n:1]1[c:2]2[c:3]([n:4][cH:5][cH:6]1)[CH2:7][N:8]([CH2:20][C:21](=[O:22])[N:23]1[CH2:24][CH2:25][N:26]([CH:29]3[CH2:30][CH2:31][CH2:32]3)[CH2:27][CH2:28]1)[CH2:9][CH2:10]2. Starting materials: CCCCCCCCCCCC[N+](C)(C)C, C=CCCCCCCCC, [Cl-], [Cu], O, [Ru], c1ccc(P(c2ccccc2)c2ccccc2)cc1, c1ccc(P(c2ccccc2)c2ccccc2)cc1, c1ccc(P(c2ccccc2)c2ccccc2)cc1, c1ccccc1. Yields the product CCCCCCCCC(C)=O. As a reaction SMILES: [CH2:19]([N+:20]([CH3:21])([CH3:22])[CH3:23])[CH2:24][CH2:25][CH2:26][CH2:27][CH2:28][CH2:29][CH2:30][CH2:31][CH2:32][CH2:33][CH3:34].[CH2:1]=[CH:2][CH2:3][CH2:4][CH2:5][CH2:6][CH2:7][CH2:8][CH2:9][CH3:10].[Cl-:18].[Cu:35].[OH2:17].[Ru:36].[c:37]1([P:38]([c:39]2[cH:40][cH:41][cH:42][cH:43][cH:44]2)[c:45]2[cH:46][cH:47][cH:48][cH:49][cH:50]2)[cH:51][cH:52][cH:53][cH:54][cH:55]1.[c:56]1([P:57]([c:58]2[cH:59][cH:60][cH:61][cH:62][cH:63]2)[c:64]2[cH:65][cH:66][cH:67][cH:68][cH:69]2)[cH:70][cH:71][cH:72][cH:73][cH:74]1.[c:75]1([P:76]([c:77]2[cH:78][cH:79][cH:80][cH:81][cH:82]2)[c:83]2[cH:84][cH:85][cH:86][cH:87][cH:88]2)[cH:89][cH:90][cH:91][cH:92][cH:93]1.[cH:11]1[cH:12][cH:13][cH:14][cH:15][cH:16]1>>[CH3:1][C:2]([CH2:3][CH2:4][CH2:5][CH2:6][CH2:7][CH2:8][CH2:9][CH3:10])=[O:17].